Dataset: the Open Reaction Database (ORD), a public repository of structured organic reaction records. Task: describe an organic reaction: reactants, conditions, products, and yield The reactants are C(C)NCC(C(F)(F)F)(O)CNC1=C2C=NN(C2=CC=C1)C1=CC=CC=C1 (3-(Ethylamino)-1,1,1-trifluoro-2-{[(1-phenyl-1H-indazol-4-yl)amino]methyl}-2-propanol), C(C)N (ethylamine), FC1=CC=C(C=C1)N1N=CC=2C(=CC=CC12)NCC1(OC1)C(F)(F)F (1-(4-fluorophenyl)-N-{[2-(trifluoromethyl)-2-oxiranyl]methyl}-indazol-4-amine). Product: C(C)NCC(C(F)(F)F)(O)CNC1=C2C=NN(C2=CC=C1)C1=CC=C(C=C1)F (3-(Ethylamino)-1,1,1-trifluoro-2-({[1-(4-fluorophenyl)-1H-indazol-4-yl]amino}methyl)-2-propanol). Reaction SMILES: [CH2:1]([NH:3][CH2:4][C:5]([CH2:11][NH:12][C:13]1[CH:21]=[CH:20][CH:19]=[C:18]2[C:14]=1[CH:15]=[N:16][N:17]2[C:22]1[CH:27]=[CH:26][CH:25]=[CH:24][CH:23]=1)([OH:10])[C:6]([F:9])([F:8])[F:7])[CH3:2].C(N)C.[F:31]C1C=CC(N2C3C=CC=C(NCC4(C(F)(F)F)CO4)C=3C=N2)=CC=1>>[CH2:1]([NH:3][CH2:4][C:5]([CH2:11][NH:12][C:13]1[CH:21]=[CH:20][CH:19]=[C:18]2[C:14]=1[CH:15]=[N:16][N:17]2[C:22]1[CH:27]=[CH:26][C:25]([F:31])=[CH:24][CH:23]=1)([OH:10])[C:6]([F:9])([F:8])[F:7])[CH3:2]. Reported procedure: Prepared similarly to Intermediate 15 from ethylamine (2M in tetrahydrofuran) and 1-(4-fluorophenyl)-N-{[2-(trifluoromethyl)-2-oxiranyl]methyl}-indazol-4-amine. Solvent: CCCCCC (hexane), O1CCCC1 (tetrahydrofuran), O1CCCC1 (tetrahydrofuran), C(C)(=O)O (acetic acid). Yields the product ClC1=CC=C(C=C1)NC(=O)N1N=C(C(C1)(C)C(=O)OC)C1=CC=C(C=C1)Cl (N,3-bis(4-chlorophenyl)-4-carbomethoxy-4-methyl-4,5-dihydro-1H-pyrazole-1-carboxamide). Reaction SMILES: C(NC(C)C)(C)C.C([Li])CCC.[Cl:13][C:14]1[CH:19]=[CH:18][C:17]([NH:20][C:21]([N:23]2[CH2:27][CH:26]([CH3:28])[C:25]([C:29]3[CH:34]=[CH:33][C:32]([Cl:35])=[CH:31][CH:30]=3)=[N:24]2)=[O:22])=[CH:16][CH:15]=1.[CH3:36][O:37][C:38](=O)[O:39]C>O1CCCC1.CCCCCC.C(O)(=O)C>[Cl:13][C:14]1[CH:15]=[CH:16][C:17]([NH:20][C:21]([N:23]2[CH2:27][C:26]([C:38]([O:37][CH3:36])=[O:39])([CH3:28])[C:25]([C:29]3[CH:30]=[CH:31][C:32]([Cl:35])=[CH:33][CH:34]=3)=[N:24]2)=[O:22])=[CH:18][CH:19]=1. Reactants: solution, C(CCC)[Li] (n-butyllithium), ClC1=CC=C(C=C1)NC(=O)N1N=C(C(C1)C)C1=CC=C(C=C1)Cl (N,3-bis-(4-chlorophenyl)-4-methyl-4,5-dihydro-1H-pyrazole-1-carboxamide), COC(OC)=O (dimethylcarbonate), C(C)(C)NC(C)C (diisopropylamine). Procedure: To 2.1 ml of diisopropylamine dissolved in 15 ml of tetrahydrofuran and cooled in an ice salt bath was added 8.0 ml of a 2.7 molar solution of n-butyllithium in hexane. After stirring for 5 minutes a solution of 3.4 g of N,3-bis-(4-chlorophenyl)-4-methyl-4,5-dihydro-1H-pyrazole-1-carboxamide in 7 ml of tetrahydrofuran was added and the resulting solution stirred for 15 minutes. To this solution was added 1.5 ml of dimethylcarbonate and, after 15 minutes 1.5 ml of acetic acid was added. The react... Conditions: time 15 minute. The reactants are tris(dibenzylideneacetone)dipalladium-(0), N1CCOCC1 (morpholine), BrC1=CC=C2C(=NC(=NC2=C1)OCC1=CC=C(C=C1)OC)OCC1=CC=C(C=C1)OC (7-bromo-2,4-bis(4-methoxybenzyloxy)quinazoline), CC(C)([O-])C.[Na+] (sodium tert-butoxide). The reagents and catalysts are C1(CCCCC1)P(C1=C(C=CC=C1)C1=CC=CC=C1)C1CCCCC1 (2-(dicyclohexylphosphino)biphenyl). The solvent is C1(=CC=CC=C1)C (toluene). Conditions: temperature 90 celsius, time 12 hour. Product: COC1=CC=C(COC2=NC3=CC(=CC=C3C(=N2)OCC2=CC=C(C=C2)OC)N2CCOCC2)C=C1 (2,4-bis(4-methoxybenzyloxy)-7-morpholin-4-ylquinazoline). The yield is 102.1%. Reaction SMILES: [NH:1]1[CH2:6][CH2:5][O:4][CH2:3][CH2:2]1.Br[C:8]1[CH:17]=[C:16]2[C:11]([C:12]([O:28][CH2:29][C:30]3[CH:35]=[CH:34][C:33]([O:36][CH3:37])=[CH:32][CH:31]=3)=[N:13][C:14]([O:18][CH2:19][C:20]3[CH:25]=[CH:24][C:23]([O:26][CH3:27])=[CH:22][CH:21]=3)=[N:15]2)=[CH:10][CH:9]=1.CC(C)([O-])C.[Na+]>C1(C)C=CC=CC=1.C1(P(C2CCCCC2)C2C=CC=CC=2C2C=CC=CC=2)CCCCC1>[CH3:27][O:26][C:23]1[CH:22]=[CH:21][C:20]([CH2:19][O:18][C:14]2[N:13]=[C:12]([O:28][CH2:29][C:30]3[CH:31]=[CH:32][C:33]([O:36][CH3:37])=[CH:34][CH:35]=3)[C:11]3[C:16](=[CH:17][C:8]([N:1]4[CH2:6][CH2:5][O:4][CH2:3][CH2:2]4)=[CH:9][CH:10]=3)[N:15]=2)=[CH:25][CH:24]=1 |f:2.3|. Reported procedure: Under a nitrogen atmosphere, 2.26 g (2.47 mmol) of tris(dibenzylideneacetone)dipalladium-(0) and 4.42 g (12.35 mmol) of 2-(dicyclohexylphosphino)biphenyl were dissolved in 1.5 l of toluene, and 215.2 ml (2.47 mol) of morpholine and 269.0 g (0.5 mol) of 7-bromo-2,4-bis(4-methoxybenzyloxy)quinazoline [dissolved in 5 l of toluene] were added successively. 66.47 g (0.7 mol) of sodium tert-butoxide were subsequently added in portions, and the mixture was stirred at 90° C. for 12 h. Conventional work-... The reactants are CC(C)O, COc1cc2ncnc(Cl)c2cc1OC, Cl, Cc1ccc(N)cc1O. The product is Cl, COc1cc2ncnc(Nc3ccc(C)c(O)c3)c2cc1OC. Reaction SMILES: [CH:26]([OH:27])([CH3:28])[CH3:29].[Cl:2][c:3]1[n:4][cH:5][n:6][c:7]2[cH:8][c:9]([O:15][CH3:16])[c:10]([O:13][CH3:14])[cH:11][c:12]12.[ClH:1].[OH:17][c:18]1[cH:19][c:20]([NH2:21])[cH:22][cH:23][c:24]1[CH3:25]>>[ClH:2].[c:3]1([NH:21][c:20]2[cH:19][c:18]([OH:17])[c:24]([CH3:25])[cH:23][cH:22]2)[n:4][cH:5][n:6][c:7]2[cH:8][c:9]([O:15][CH3:16])[c:10]([O:13][CH3:14])[cH:11][c:12]12.